Dataset: the Open Reaction Database (ORD), a public repository of structured organic reaction records. Task: describe an organic reaction: reactants, conditions, products, and yield Reactants: BrC1=CC=2N(C3=CC=CC=C3SC2C=C1)CCCCl (2-bromo-10-(3-chloropropyl)phenothiazine), FC1=CC=C(C(=O)C2CCNCC2)C=C1 (4-(p-fluorobenzoyl)piperidine), C([O-])([O-])=O.[K+].[K+] (potassium carbonate). Run in CN(C=O)C (dimethylformamide). Product: Cl.BrC1=CC=2N(C3=CC=CC=C3SC2C=C1)CCCN1CCC(CC1)C(C1=CC=C(C=C1)F)=O (2-bromo-10-[3-(4-p-fluorobenzoylpiperidinyl)propyl]phenothiazine hydrochloride). As a reaction SMILES: [Br:1][C:2]1[CH:15]=[CH:14][C:13]2[S:12][C:11]3[C:6](=[CH:7][CH:8]=[CH:9][CH:10]=3)[N:5]([CH2:16][CH2:17][CH2:18][Cl:19])[C:4]=2[CH:3]=1.[F:20][C:21]1[CH:34]=[CH:33][C:24]([C:25]([CH:27]2[CH2:32][CH2:31][NH:30][CH2:29][CH2:28]2)=[O:26])=[CH:23][CH:22]=1.C(=O)([O-])[O-].[K+].[K+]>CN(C)C=O>[ClH:19].[Br:1][C:2]1[CH:15]=[CH:14][C:13]2[S:12][C:11]3[C:6](=[CH:7][CH:8]=[CH:9][CH:10]=3)[N:5]([CH2:16][CH2:17][CH2:18][N:30]3[CH2:31][CH2:32][CH:27]([C:25](=[O:26])[C:24]4[CH:23]=[CH:22][C:21]([F:20])=[CH:34][CH:33]=4)[CH2:28][CH2:29]3)[C:4]=2[CH:3]=1 |f:2.3.4,6.7|. Reported procedure: A stirred mixture of 8.86 g. (0.025 mole) of 2-bromo-10-(3-chloropropyl)phenothiazine, 5.18 g. (0.025 mole) of 4-(p-fluorobenzoyl)piperidine and 10 g. of potassium carbonate in 100 ml. of dry dimethylformamide was heated at 90°-100° C. for 24 hours. The cooled reaction mixture was filtered, the dimethylformamide removed at reduced pressure and the residue mixed with dry ether and the ether mixture filtered to remove solids. The dry ether solution was treated with ethereal hydrogen chloride to gi...